Dataset: the Open Reaction Database (ORD), a public repository of structured organic reaction records. Task: describe an organic reaction: reactants, conditions, products, and yield The reactants are C(#N)N=C(OC)C1=COC=C1 (Methyl N-cyano-3-furancarboximidate), C1(=CC=CC=C1)CCN (2-phenylethylamine). Run in CO (methanol). Run at time 2 hour. Yields the product C(#N)NC(=NCCC1=CC=CC=C1)C1=COC=C1 (N-cyano-N'-(2-phenylethyl)-3-furancarboximidamide). Yield: 79.5%. Reaction SMILES: [C:1]([N:3]=[C:4]([C:7]1[CH:11]=[CH:10][O:9][CH:8]=1)OC)#[N:2].[C:12]1([CH2:18][CH2:19][NH2:20])[CH:17]=[CH:16][CH:15]=[CH:14][CH:13]=1>CO>[C:1]([NH:3][C:4]([C:7]1[CH:11]=[CH:10][O:9][CH:8]=1)=[N:20][CH2:19][CH2:18][C:12]1[CH:17]=[CH:16][CH:15]=[CH:14][CH:13]=1)#[N:2]. Procedure details: Methyl N-cyano-3-furancarboximidate (0.30 g, 2.0 mmol) was dissolved in methanol (10 ml), and 2-phenylethylamine (0.27 g, 2.2 mmol) was added. The mixture was stirred at room temperature for 2 hours. After the reaction was completed, the reaction solution was concentrated under reduced pressure, and the residue thus obtained was crystallized from diethyl ether to give the title compound (0.38 g, 1.59 mmol, yield: 79%) as colorless crystals. Starting materials: CN(C)C=O, CC(C)OP(=O)(C=CC(CO[Si](c1ccccc1)(c1ccccc1)C(C)(C)C)Cn1cnc2c(Cl)ncnc21)OC(C)C, [N-]=[N+]=[N-], [Na+]. The product is CC(C)OP(=O)(C=CC(CO[Si](c1ccccc1)(c1ccccc1)C(C)(C)C)Cn1cnc2c(N=[N+]=[N-])ncnc21)OC(C)C. RXN SMILES: [CH3:48][N:49]([CH3:50])[CH:51]=[O:52].[Cl:1][c:2]1[c:3]2[n:4][cH:5][n:6]([CH2:11][CH:12]([CH:13]=[CH:14][P:15](=[O:16])([O:17][CH:18]([CH3:19])[CH3:20])[O:21][CH:22]([CH3:23])[CH3:24])[CH2:25][O:26][Si:27]([c:28]3[cH:29][cH:30][cH:31][cH:32][cH:33]3)([c:34]3[cH:35][cH:36][cH:37][cH:38][cH:39]3)[C:40]([CH3:41])([CH3:42])[CH3:43])[c:7]2[n:8][cH:9][n:10]1.[N-:45]=[N+:46]=[N-:47].[Na+:44]>>[c:2]1([N:45]=[N+:46]=[N-:47])[c:3]2[n:4][cH:5][n:6]([CH2:11][CH:12]([CH:13]=[CH:14][P:15](=[O:16])([O:17][CH:18]([CH3:19])[CH3:20])[O:21][CH:22]([CH3:23])[CH3:24])[CH2:25][O:26][Si:27]([c:28]3[cH:29][cH:30][cH:31][cH:32][cH:33]3)([c:34]3[cH:35][cH:36][cH:37][cH:38][cH:39]3)[C:40]([CH3:41])([CH3:42])[CH3:43])[c:7]2[n:8][cH:9][n:10]1. Reactants: CCOC(=O)N1CC=CC(OC(C)=O)C1, CC(=O)O, CCO, [Na+], [OH-]. As a reaction SMILES: [C:1](=[O:2])([CH3:3])[O:4][CH:5]1[CH:6]=[CH:7][CH2:8][N:9]([C:11](=[O:12])[O:13][CH2:14][CH3:15])[CH2:10]1.[CH3:18][C:19](=[O:20])[OH:21].[CH3:22][CH2:23][OH:24].[Na+:17].[OH-:16]>>[OH:4][CH:5]1[CH:6]=[CH:7][CH2:8][N:9]([C:11](=[O:12])[O:13][CH2:14][CH3:15])[CH2:10]1. Product: CCOC(=O)N1CC=CC(O)C1. The reactants are CSc1ccc(C#N)cc1, CCOC(C)=O, Cl, O, CCOP(=S)([S-])OCC. Yields the product CSc1ccc(C(N)=S)cc1. Reaction SMILES: [CH3:1][S:2][c:3]1[cH:4][cH:5][c:6]([C:7]#[N:8])[cH:9][cH:10]1.[CH3:22][CH2:23][O:24][C:25](=[O:26])[CH3:27].[ClH:21].[OH2:20].[P:11](=[S:12])([S-:13])([O:14][CH2:15][CH3:16])[O:17][CH2:18][CH3:19]>>[CH3:1][S:2][c:3]1[cH:4][cH:5][c:6]([C:7]([NH2:8])=[S:12])[cH:9][cH:10]1. The reactants are Cc1cc(C)c(CCl)c(C)c1, CS(C)=O, [N-]=[N+]=[N-], [Na+], O, c1ccc(P(c2ccccc2)c2ccccc2)cc1. The product is Cc1cc(C)c(CN)c(C)c1. RXN SMILES: [CH3:1][c:2]1[c:3]([CH2:4][Cl:5])[c:6]([CH3:11])[cH:7][c:8]([CH3:10])[cH:9]1.[CH3:36][S:37]([CH3:38])=[O:39].[N-:13]=[N+:14]=[N-:15].[Na+:12].[OH2:16].[c:17]1([P:18]([c:19]2[cH:20][cH:21][cH:22][cH:23][cH:24]2)[c:25]2[cH:26][cH:27][cH:28][cH:29][cH:30]2)[cH:31][cH:32][cH:33][cH:34][cH:35]1>>[CH3:1][c:2]1[c:3]([CH2:4][NH2:13])[c:6]([CH3:11])[cH:7][c:8]([CH3:10])[cH:9]1.